Dataset: the Open Reaction Database (ORD), a public repository of structured organic reaction records. Task: describe an organic reaction: reactants, conditions, products, and yield The reactants are CC1=C(OCC(=O)OCC)C=CC(=C1)S(=O)(=O)N(C=1C=C(C=CC1)C1=CC=C(C=C1)C(F)(F)F)CCCCC (ethyl [2-methyl-4-({pentyl[4′-(trifluoromethyl)-1,1′-biphenyl-3-yl]amino}sulfonyl)phenoxy]acetate), [OH-].[Na+] (NaOH), resultant mixture. Solvent: CO (MeOH), C1CCOC1 (THF). The product is CC1=C(OCC(=O)O)C=CC(=C1)S(=O)(=O)N(C=1C=C(C=CC1)C1=CC=C(C=C1)C(F)(F)F)CCCCC ([2-Methyl-4-({pentyl[4′-(trifluoromethyl)-1,1′-biphenyl-3-yl]amino}sulfonyl)phenoxy]acetic acid). Yield: 107.7%. As a reaction SMILES: [CH3:1][C:2]1[CH:14]=[C:13]([S:15]([N:18]([CH2:35][CH2:36][CH2:37][CH2:38][CH3:39])[C:19]2[CH:20]=[C:21]([C:25]3[CH:30]=[CH:29][C:28]([C:31]([F:34])([F:33])[F:32])=[CH:27][CH:26]=3)[CH:22]=[CH:23][CH:24]=2)(=[O:17])=[O:16])[CH:12]=[CH:11][C:3]=1[O:4][CH2:5][C:6]([O:8]CC)=[O:7].[OH-].[Na+]>CO.C1COCC1>[CH3:1][C:2]1[CH:14]=[C:13]([S:15]([N:18]([CH2:35][CH2:36][CH2:37][CH2:38][CH3:39])[C:19]2[CH:20]=[C:21]([C:25]3[CH:30]=[CH:29][C:28]([C:31]([F:33])([F:32])[F:34])=[CH:27][CH:26]=3)[CH:22]=[CH:23][CH:24]=2)(=[O:16])=[O:17])[CH:12]=[CH:11][C:3]=1[O:4][CH2:5][C:6]([OH:8])=[O:7] |f:1.2|. Procedure details: To a solution of ethyl [2-methyl-4-({pentyl[4′-(trifluoromethyl)-1,1′-biphenyl-3-yl]amino}sulfonyl)phenoxy]acetate (76 mg, 0.13 mmol) in MeOH (2 mL) and THF (2 mL) at room temperature was added 2M NaOH aq. (1 mL, 2 mmol). The resultant mixture was stirred for 1 h. The solvents were removed in vacuo and the residue was partitioned between CH2Cl2 (2×15 mL) and 2M HCl (10 mL). The organic solution was passed through a hydrophobic frit and the solvent was removed in vacuo affording the title compoun... Starting materials: C(#C)[Mg]Cl (ethynylmagnesium chloride), ClC1=C(N=C(N(C1=O)C=1C=C(C(=O)N(C)OC)C=CC1C)C)OCC1=NC(=CC=C1)F (3-[5-chloro-4-(6-fluoro-pyridin-2-ylmethoxy)-2-methyl-6-oxo-6H-pyrimidin-1-yl]-N-methoxy-4,N-dimethyl-benzamide), Grignard reagent. The solvent is O1CCCC1 (tetrahydrofuran), O1CCCC1 (tetrahydrofuran). Yields the product ClC=1C(N(C(=NC1OCC1=NC(=CC=C1)F)C)C1=C(C=CC(=C1)C(C#C)=O)C)=O (5-chloro-6-(6-fluoro-pyridin-2-ylmethoxy)-2-methyl-3-(2-methyl-5-propynoyl-phenyl)-3H-pyrimidin-4-one). RXN SMILES: [Cl:1][C:2]1[C:7](=[O:8])[N:6]([C:9]2[CH:10]=[C:11]([CH:18]=[CH:19][C:20]=2[CH3:21])[C:12](N(OC)C)=[O:13])[C:5]([CH3:22])=[N:4][C:3]=1[O:23][CH2:24][C:25]1[CH:30]=[CH:29][CH:28]=[C:27]([F:31])[N:26]=1.[C:32]([Mg]Cl)#[CH:33]>O1CCCC1>[Cl:1][C:2]1[C:7](=[O:8])[N:6]([C:9]2[CH:10]=[C:11]([C:12](=[O:13])[C:32]#[CH:33])[CH:18]=[CH:19][C:20]=2[CH3:21])[C:5]([CH3:22])=[N:4][C:3]=1[O:23][CH2:24][C:25]1[CH:30]=[CH:29][CH:28]=[C:27]([F:31])[N:26]=1. Procedure details: To a solution of 3-[5-chloro-4-(6-fluoro-pyridin-2-ylmethoxy)-2-methyl-6-oxo-6H-pyrimidin-1-yl]-N-methoxy-4,N-dimethyl-benzamide from Step C (85 mg, 0.19 mmol) in tetrahydrofuran (2 mL), cooled using an ice water bath, was added ethynylmagnesium chloride, 0.5M in tetrahydrofuran, (0.57 mL, 0.28 mmol) in a drop-wise manner. Additional Grignard reagent was added as necessary to ensure full product formation. After thirty minutes, the reaction was quenched into ice cold water and extracted with eth... The reactants are C(C)(C)(C)OC(NC1=CC(=CC=C1)C1=CC(N(S1(=O)=O)C(C)(C)C)=O)=O ([3-(2-tert-Butyl-1,1,3-trioxo-2,3-dihydro-1H-isothiazol-5-yl)-phenyl]-carbamic acid tert-butylester), Cl.O1CCOCC1 (1,4-dioxane-HCl). Product: NC=1C=C(C=CC1)C1=CC(N(S1(=O)=O)C(C)(C)C)=O (5-(3-Amino-phenyl)-2-tert-butyl-isothiazol-3-one-1,1-dioxide). RXN SMILES: C(OC(=O)[NH:7][C:8]1[CH:13]=[CH:12][CH:11]=[C:10]([C:14]2[S:18](=[O:20])(=[O:19])[N:17]([C:21]([CH3:24])([CH3:23])[CH3:22])[C:16](=[O:25])[CH:15]=2)[CH:9]=1)(C)(C)C.Cl.O1CCOCC1>>[NH2:7][C:8]1[CH:9]=[C:10]([C:14]2[S:18](=[O:20])(=[O:19])[N:17]([C:21]([CH3:23])([CH3:22])[CH3:24])[C:16](=[O:25])[CH:15]=2)[CH:11]=[CH:12][CH:13]=1 |f:1.2|. Procedure details: [3-(2-tert-Butyl-1,1,3-trioxo-2,3-dihydro-1H-isothiazol-5-yl)-phenyl]-carbamic acid tert-butylester (77 mg, 0.20 mmol) was treated with 1,4-dioxane-HCl following general procedure V to give 5-(3-Amino-phenyl)-2-tert-butyl-isothiazol-3-one-1,1-dioxide. Starting materials: CCO, CCn1nc2c(N)nc3ccccc3c2c1CCCCN1C(=O)c2ccccc2C1=O, NN, O. Yields the product CCn1nc2c(N)nc3ccccc3c2c1CCCCN. Reaction SMILES: [CH3:35][CH2:36][OH:37].[NH2:1][c:2]1[n:3][c:4]2[cH:5][cH:6][cH:7][cH:8][c:9]2[c:10]2[c:11]1[n:12][n:13]([CH2:30][CH3:31])[c:14]2[CH2:15][CH2:16][CH2:17][CH2:18][N:19]1[C:20](=[O:21])[c:22]2[c:23]([cH:24][cH:25][cH:26][cH:27]2)[C:28]1=[O:29].[NH2:33][NH2:34].[OH2:32]>>[NH2:1][c:2]1[n:3][c:4]2[cH:5][cH:6][cH:7][cH:8][c:9]2[c:10]2[c:11]1[n:12][n:13]([CH2:30][CH3:31])[c:14]2[CH2:15][CH2:16][CH2:17][CH2:18][NH2:19]. Starting materials: O (water), C1(=CC=CC=C1)SC=1C=NC2=C(C=CC=C2C1O)C(F)(F)F (3-(phenylthio)-8-(trifluoromethyl)quinolin-4-ol), BrC=1C=NC2=C(C=CC=C2C1O)C(F)(F)F (3-bromo-8-(trifluoromethyl)quinolin-4-ol), C1(=CC=CC=C1)S.[Na] (sodium thiophenol). Solvent: CN(C)C=O (DMF). Reaction conditions: temperature 120 celsius. Product: C1(=CC=CC=C1)C1=C(C=NC2=C(C=CC=C12)C(F)(F)F)SC1=CC=CC=C1 (4-PHENYL-3-(PHENYLTHIO)-8-(TRIFLUOROMETHYL)QUINOLINE). Isolated yield 57.0%. Reaction SMILES: [C:1]1([S:7][C:8]2[CH:9]=[N:10][C:11]3[C:16]([C:17]=2O)=[CH:15][CH:14]=[CH:13][C:12]=3[C:19]([F:22])([F:21])[F:20])[CH:6]=[CH:5][CH:4]=[CH:3][CH:2]=1.BrC1C=N[C:27]2[C:32](C=1O)=[CH:31][CH:30]=[CH:29][C:28]=2C(F)(F)F.C1(S)C=CC=CC=1.[Na].O>CN(C=O)C>[C:27]1([C:17]2[C:16]3[C:11](=[C:12]([C:19]([F:22])([F:21])[F:20])[CH:13]=[CH:14][CH:15]=3)[N:10]=[CH:9][C:8]=2[S:7][C:1]2[CH:6]=[CH:5][CH:4]=[CH:3][CH:2]=2)[CH:32]=[CH:31][CH:30]=[CH:29][CH:28]=1 |f:2.3,^1:45|. Reported procedure: 3-(phenylthio)-8-(trifluoromethyl)quinolin-4-ol: A solution of 3-bromo-8-(trifluoromethyl)quinolin-4-ol (0.240 g, 0.830 mmol), sodium thiophenol (0.293 g, 45.1 mmol), is dissolved in DMF and heated in a microwave reactor for 10 min at 120° C. After which, the reaction is poured into water and extracted with ethyl acetate. The combined extracts are washed with sat aq NaHCO3, water, brine, and dried with magnesium sulfate. The extracts are concentrated and the residue is chromatographed with 1:9 e...